This data is from the Open Reaction Database (ORD), a public repository of structured organic reaction records. The task is: describe an organic reaction: reactants, conditions, products, and yield The reactants are O=C(n1ccnc1)n1ccnc1, ClCCl, OCCN1CCOCC1. The product is O=C(OCCN1CCOCC1)n1ccnc1. Reaction SMILES: [C:1](=[O:2])([n:3]1[cH:4][n:5][cH:6][cH:7]1)[n:8]1[cH:9][cH:10][n:11][cH:12]1.[Cl:22][CH2:23][Cl:24].[O:13]1[CH2:14][CH2:15][N:16]([CH2:19][CH2:20][OH:21])[CH2:17][CH2:18]1>>[C:1](=[O:2])([n:3]1[cH:4][n:5][cH:6][cH:7]1)[O:21][CH2:20][CH2:19][N:16]1[CH2:15][CH2:14][O:13][CH2:18][CH2:17]1. Reactants: N[C@H](C(=O)N[C@H]([C@H](C[C@H](C(CN(C(OCC1=CC=CC=C1)=O)CC1=NC=CC=C1)O)C(C)C)O)CC1CCCCC1)CC=1N=CNC1 (benzyl [(2RS,3S, 5S,6S)-6-[(S)-α-amino-4-imidazolepropionamido]-7-cyclohexyl-2,5-dihydroxy-3-isopropylheptyl]-(2-pyridylmethyl)carbamate), N([C@@H](CC1=CC=CC=C1)C(=O)O)C(=O)OCC1C2=CC=CC=C2C2=CC=CC=C12 (Fmoc-Phe-OH), C(C)N1CCOCC1 (4-ethylmorpholine), C=1C=CC2=C(C1)N=NN2O (HOBT), C(CCl)Cl (EDC), ice. The solvent is CN(C=O)C (dimethylformamide). Reaction conditions: time 8 hour. Yields the product C1(CCCCC1)C[C@@H]([C@H](C[C@H](C(CN(C(OCC1=CC=CC=C1)=O)CC1=NC=CC=C1)O)C(C)C)O)NC([C@@H](NC([C@@H](N)CC1=CC=CC=C1)=O)CC1=CNC=N1)=O (benzyl [(2RS,3S,5S,6S)-7-cyclohexyl-2,5-dihydroxy-3-isopropyl-6-[[N-(3-phenyl-L-alanyl)-L-histidyl]amino]heptyl]-(2-pyridylmethyl)carbamate). Yield: 67.6%. Reaction SMILES: [NH2:1][C@@H:2]([CH2:42][C:43]1[N:44]=[CH:45][NH:46][CH:47]=1)[C:3]([NH:5][C@@H:6]([CH2:35][CH:36]1[CH2:41][CH2:40][CH2:39][CH2:38][CH2:37]1)[C@@H:7]([OH:34])[CH2:8][C@@H:9]([CH:31]([CH3:33])[CH3:32])[CH:10]([OH:30])[CH2:11][N:12]([CH2:23][C:24]1[CH:29]=[CH:28][CH:27]=[CH:26][N:25]=1)[C:13](=[O:22])[O:14][CH2:15][C:16]1[CH:21]=[CH:20][CH:19]=[CH:18][CH:17]=1)=[O:4].[NH:48](C(OCC1C2C(=CC=CC=2)C2C1=CC=CC=2)=O)[C@H:49]([C:57](O)=[O:58])[CH2:50][C:51]1[CH:56]=[CH:55][CH:54]=[CH:53][CH:52]=1.C(N1CCOCC1)C.C1C=CC2N(O)N=NC=2C=1.C(Cl)CCl>CN(C)C=O>[CH:36]1([CH2:35][C@H:6]([NH:5][C:3](=[O:4])[C@H:2]([CH2:42][C:43]2[N:44]=[CH:45][NH:46][CH:47]=2)[NH:1][C:57](=[O:58])[C@H:49]([CH2:50][C:51]2[CH:52]=[CH:53][CH:54]=[CH:55][CH:56]=2)[NH2:48])[C@@H:7]([OH:34])[CH2:8][C@@H:9]([CH:31]([CH3:33])[CH3:32])[CH:10]([OH:30])[CH2:11][N:12]([CH2:23][C:24]2[CH:29]=[CH:28][CH:27]=[CH:26][N:25]=2)[C:13](=[O:22])[O:14][CH2:15][C:16]2[CH:21]=[CH:20][CH:19]=[CH:18][CH:17]=2)[CH2:37][CH2:38][CH2:39][CH2:40][CH2:41]1. Reported procedure: A mixture of 340 mg (0.52 mmol) of benzyl [(2RS,3S, 5S,6S)-6-[(S)-α-amino-4-imidazolepropionamido]-7-cyclohexyl-2,5-dihydroxy-3-isopropylheptyl]-(2-pyridylmethyl)carbamate, 225 mg (0.58 mmol) of Fmoc-Phe-OH, 0.132 ml (1.05 mmol) of 4-ethylmorpholine, 155 mg (1.15 mmol) of HOBT, 121 mg (0.63 mmol) of EDC and 10 ml of dimethylformamide is stirred at room temperature overnight. Thereafter, the reaction mixture is poured into 70 ml of ice-cold 2N sodium bicarbonate solution and extracted three times...